From a dataset of the Open Reaction Database (ORD), a public repository of structured organic reaction records. describe an organic reaction: reactants, conditions, products, and yield Starting materials: C(C)(=O)C=1C=NC=CC1 (3-acetylpyridine), C(C)(C)(C)OC(N(C)C)N(C)C (tert.-butoxy-bis-(dimethylamino)methane). Run in O1CCCC1 (tetrahydrofuran). Run at time 24 hour. The product is CN(C=CC(=O)C=1C=NC=CC1)C (3-dimethylamino-1-(3-pyridinyl)-2-propen-1-one). Reaction SMILES: [C:1]([C:4]1[CH:5]=[N:6][CH:7]=[CH:8][CH:9]=1)(=[O:3])[CH3:2].C(O[CH:15](N(C)C)[N:16]([CH3:18])[CH3:17])(C)(C)C>O1CCCC1>[CH3:15][N:16]([CH3:18])[CH:17]=[CH:2][C:1]([C:4]1[CH:5]=[N:6][CH:7]=[CH:8][CH:9]=1)=[O:3]. Procedure: To a mixture of 0.10 mole of 3-acetylpyridine in 100 ml of tetrahydrofuran was added 0.10 mole of tert.-butoxy-bis-(dimethylamino)methane. The mixture was stirred for 24 hours and the solvent removed, giving 3-dimethylamino-1-(3-pyridinyl)-2-propen-1-one.